The task is: describe an organic reaction: reactants, conditions, products, and yield. This data is from the Open Reaction Database (ORD), a public repository of structured organic reaction records. Conditions: time 1 hour. Reactants: [Si](C1=CC=CC=C1)(C1=CC=CC=C1)(C(C)(C)C)OCC1=CC=C(C(=C1N1C[C@H](O[C@H](C1)C)C)Cl)F ((2R,6S)-[6-({[tert-butyl(diphenyl)silyl]oxy}methyl)-2-chloro-3-fluorophenyl]-2,6-dimethylmorpholine), CON(C(=O)C1=NC=CN=C1)C (N-methoxy-N-methylpyrazine-2-carboxamide), [NH4+].[Cl-] (NH4Cl), [Si](C1=CC=CC=C1)(C1=CC=CC=C1)(C(C)(C)C)OCC1=CC=C(C(=C1N1C[C@H](O[C@H](C1)C)C)Cl)F ((2R,6S)-[6-({[tert-butyl(diphenyl)silyl]oxy}methyl)-2-chloro-3-fluorophenyl]-2,6-dimethylmorpholine), [Li]N1C(CCCC1(C)C)(C)C (LiTMP). Solvent: C1CCOC1 (THF). Product: [Si](C1=CC=CC=C1)(C1=CC=CC=C1)(C(C)(C)C)OCC=1C(=C(C(=C(C1)C(=O)C1=NC=CN=C1)F)Cl)N1C[C@H](O[C@H](C1)C)C ((5-((tert-Butyldiphenylsilyloxy)methyl)-3-chloro-4-((2R,6S)-2,6-dimethylmorpholino)-2-fluorophenyl)(pyrazin-2-yl)methanone). Procedure details: A solution of butyllithium, 2.5M in hexanes (1.718 mL, 4.30 mmol) was added dropwise to a solution of 2,2,6,6-tetramethylpiperidine (0.802 mL, 4.73 mmol) in 15 ml THF at −78° C. The flask was removed from the −78° C. bath, and stirred at ca 0° C. for 10 minutes, then recooled to −78° C. to give a pale yellow solution of LiTMP. A solution of (2R,6S)-4-[6-({[tert-butyl(diphenyl)silyl]oxy}methyl)-2-chloro-3-fluorophenyl]-2,6-dimethylmorpholine (Intermediate 42, 1.1 g, 2.15 mmol) 20 ml THF was cannu... As a reaction SMILES: [Si:1]([O:18][CH2:19][C:20]1[C:25]([N:26]2[CH2:31][C@H:30]([CH3:32])[O:29][C@H:28]([CH3:33])[CH2:27]2)=[C:24]([Cl:34])[C:23]([F:35])=[CH:22][CH:21]=1)([C:14]([CH3:17])([CH3:16])[CH3:15])([C:8]1[CH:13]=[CH:12][CH:11]=[CH:10][CH:9]=1)[C:2]1[CH:7]=[CH:6][CH:5]=[CH:4][CH:3]=1.[Li]N1C(C)(C)CCCC1(C)C.CON(C)[C:50]([C:52]1[CH:57]=[N:56][CH:55]=[CH:54][N:53]=1)=[O:51].[NH4+].[Cl-]>C1COCC1>[Si:1]([O:18][CH2:19][C:20]1[C:25]([N:26]2[CH2:31][C@H:30]([CH3:32])[O:29][C@H:28]([CH3:33])[CH2:27]2)=[C:24]([Cl:34])[C:23]([F:35])=[C:22]([C:50]([C:52]2[CH:57]=[N:56][CH:55]=[CH:54][N:53]=2)=[O:51])[CH:21]=1)([C:14]([CH3:16])([CH3:17])[CH3:15])([C:2]1[CH:7]=[CH:6][CH:5]=[CH:4][CH:3]=1)[C:8]1[CH:13]=[CH:12][CH:11]=[CH:10][CH:9]=1 |f:3.4|. Reactants: C1CCOC1, Cl, [Na+], O=C([O-])O, Cn1c(Oc2ccc(N=C(c3ccccc3)c3ccccc3)cc2)nc2ccccc21. Yields the product Cn1c(Oc2ccc(N)cc2)nc2ccccc21. Reaction SMILES: [CH2:38]1[O:39][CH2:40][CH2:41][CH2:42]1.[ClH:32].[Na+:37].[O-:33][C:34]([OH:35])=[O:36].[c:1]1([C:2]([c:3]2[cH:4][cH:5][cH:6][cH:7][cH:26]2)=[N:8][c:9]2[cH:10][cH:11][c:12]([O:15][c:16]3[n:17][c:18]4[c:19]([n:20]3[CH3:21])[cH:22][cH:23][cH:24][cH:25]4)[cH:13][cH:14]2)[cH:27][cH:28][cH:29][cH:30][cH:31]1>>[NH2:8][c:9]1[cH:10][cH:11][c:12]([O:15][c:16]2[n:17][c:18]3[c:19]([n:20]2[CH3:21])[cH:22][cH:23][cH:24][cH:25]3)[cH:13][cH:14]1. The reactants are C(C1=CC=CC=C1)OC1=C(C=C2C(=NC=NC2=C1)OC1=C(C=C(C=C1)Cl)F)OC (7-Benzyloxy-4-(4-chloro-2-fluorophenoxy)-6-methoxyquinazoline), C1(=CC=CC=C1)C (toluene). Run in C(=O)(C(F)(F)F)O (TFA). The product is ClC1=CC(=C(OC2=NC=NC3=CC(=C(C=C23)OC)O)C=C1)F (4-(4-chloro-2-fluorophenoxy)-7-hydroxy-6-methoxyquinazoline). The yield is 1999.3%. Reaction SMILES: C([O:8][C:9]1[CH:18]=[C:17]2[C:12]([C:13]([O:19][C:20]3[CH:25]=[CH:24][C:23]([Cl:26])=[CH:22][C:21]=3[F:27])=[N:14][CH:15]=[N:16]2)=[CH:11][C:10]=1[O:28][CH3:29])C1C=CC=CC=1.C1(C)C=CC=CC=1>C(O)(C(F)(F)F)=O>[Cl:26][C:23]1[CH:24]=[CH:25][C:20]([O:19][C:13]2[C:12]3[C:17](=[CH:18][C:9]([OH:8])=[C:10]([O:28][CH3:29])[CH:11]=3)[N:16]=[CH:15][N:14]=2)=[C:21]([F:27])[CH:22]=1. Reported procedure: 7-Benzyloxy-4-(4-chloro-2-fluorophenoxy)-6-methoxyquinazoline (1.4 g, 3.4 mmol) was suspended in TFA (15 ml) and heated at reflux for 3 hours. The reaction mixture was allowed to cool, toluene was added and the volatiles were removed by evaporation under vacuum. The residue was triturated with ether and then acetone. The precipitate was collected by filtration and dried to give 4-(4-chloro-2-fluorophenoxy)-7-hydroxy-6-methoxyquinazoline (21.8 g). This was used without further purification in the... Conditions: time 10 minute. The reactants are CC1=C(C=CC=2C(OCC21)=O)C(CN2CCNCC2)C (4-methyl-5-[1-(piperazine-1-yl)propan-2-yl]-2-benzofuran-1(3H)-one), CC1=C(C=CC=2C(OCC21)=O)CC=O ((4-methyl-1-oxo-1,3-dihydro-2-benzofuran-5-yl)acetaldehyde), [BH-](OC(=O)C)(OC(=O)C)OC(=O)C.[Na+] (NaB(OAc)3H). Solvent: ClCCl (dichloromethane). Reaction SMILES: [CH3:1][C:2]1[C:10]2[CH2:9][O:8][C:7](=[O:11])[C:6]=2[CH:5]=[CH:4][C:3]=1[CH:12]([CH3:20])[CH2:13][N:14]1[CH2:19][CH2:18][NH:17][CH2:16][CH2:15]1.[CH3:21][C:22]1[C:30]2[CH2:29][O:28][C:27](=[O:31])[C:26]=2[CH:25]=[CH:24][C:23]=1[CH2:32][CH:33]=O.[BH-](OC(C)=O)(OC(C)=O)OC(C)=O.[Na+]>ClCCl>[CH3:1][C:2]1[C:3]([CH:12]([CH3:20])[CH2:13][N:14]2[CH2:19][CH2:18][N:17]([CH2:33][CH2:32][C:23]3[C:22]([CH3:21])=[C:30]4[C:26](=[CH:25][CH:24]=3)[C:27](=[O:31])[O:28][CH2:29]4)[CH2:16][CH2:15]2)=[CH:4][CH:5]=[C:6]2[C:10]=1[CH2:9][O:8][C:7]2=[O:11] |f:2.3|. Procedure: To a 12 mL reaction vial was added 4-methyl-5-[1-(piperazine-1-yl)propan-2-yl]-2-benzofuran-1(3H)-one (57 mg, 0.208 mmol), (4-methyl-1-oxo-1,3-dihydro-2-benzofuran-5-yl)acetaldehyde (47.4 mg, 0.25 mmol) and dichloromethane (5 mL). The solution was stirred at RT under N2 for 10 min. To above solution was added NaB(OAc)3H (88 mg, 0.42 mmol). The reaction was stirred at RT for 18 hours under N2, extracted with DCM, washed with brine and water. The organic phase was dried over MgSO4, filtered and pu... The product is CC1=C2COC(C2=CC=C1C(CN1CCN(CC1)CCC=1C(=C2COC(C2=CC1)=O)C)C)=O (4-Methyl-5-(1-(4-(2-(4-methyl-1-oxo-1,3-dihydroisobenzofuran-5-yl)ethyl)piperazin-1-yl)propan-2-yl)isobenzofuran-1(3H)-one). Starting materials: C(=O)(O)[O-].[Na+] (NaHCO3), ( 1 ), C(C=C)O[C@@H]1C[C@@H](C2=CC(=CC=C12)OC)NC[C@H]([C@H](CC1=CC(=CC(=C1)F)F)N)O ((2R,3S)-1-((1S,3R)-3-(allyloxy)-6-methoxy-2,3-dihydro-1H-inden-1-ylamino)-3-amino-4-(3,5-difluorophenyl)butan-2-ol), O=C1N(CCC1)C(C(=O)O)CC=C (2-(2-oxopyrrolidin-1-yl)pent-4-enoic acid), stepA(2), C(CCl)Cl (EDC), C=1C=CC2=C(C1)N=NN2O (HOBt), CCN(C(C)C)C(C)C (DIEA). Solvent: CN(C)C=O (DMF). Run at time 18 hour. The product is C(C=C)O[C@@H]1C[C@@H](C2=CC(=CC=C12)OC)NC[C@H]([C@H](CC1=CC(=CC(=C1)F)F)NC([C@H](CC=C)N1C(CCC1)=O)=O)O ((S)—N-((2S,3R)-4-((1S,3R)-3-(allyloxy)-6-methoxy-2,3-dihydro-1H-inden-1-ylamino)-1-(3,5-difluorophenyl)-3-hydroxybutan-2-yl)-2-(2-oxopyrrolidin-1-yl)pent-4-enamide). Isolated yield 26.6%. Reaction SMILES: [CH2:1]([O:4][C@H:5]1[C:13]2[C:8](=[CH:9][C:10]([O:14][CH3:15])=[CH:11][CH:12]=2)[C@@H:7]([NH:16][CH2:17][C@@H:18]([OH:30])[C@@H:19]([NH2:29])[CH2:20][C:21]2[CH:26]=[C:25]([F:27])[CH:24]=[C:23]([F:28])[CH:22]=2)[CH2:6]1)[CH:2]=[CH2:3].[O:31]=[C:32]1[CH2:36][CH2:35][CH2:34][N:33]1[CH:37]([CH2:41][CH:42]=[CH2:43])[C:38](O)=[O:39].C(Cl)CCl.C1C=CC2N(O)N=NC=2C=1.CCN(C(C)C)C(C)C.C([O-])(O)=O.[Na+]>CN(C=O)C>[CH2:1]([O:4][C@H:5]1[C:13]2[C:8](=[CH:9][C:10]([O:14][CH3:15])=[CH:11][CH:12]=2)[C@@H:7]([NH:16][CH2:17][C@@H:18]([OH:30])[C@@H:19]([NH:29][C:38](=[O:39])[C@@H:37]([N:33]2[CH2:34][CH2:35][CH2:36][C:32]2=[O:31])[CH2:41][CH:42]=[CH2:43])[CH2:20][C:21]2[CH:22]=[C:23]([F:28])[CH:24]=[C:25]([F:27])[CH:26]=2)[CH2:6]1)[CH:2]=[CH2:3] |f:5.6|. Reported procedure: Step I (1): A mixture of (2R,3S)-1-((1S,3R)-3-(allyloxy)-6-methoxy-2,3-dihydro-1H-inden-1-ylamino)-3-amino-4-(3,5-difluorophenyl)butan-2-ol (73 mg, 0.183 mmol) from stepE(2), 2-(2-oxopyrrolidin-1-yl)pent-4-enoic acid (35 mg, 0.192 mmol) from stepA(2), EDC (35 mg, 0.183 mmol), HOBt (25 mg, 0.192 mmol), DIEA (0.155 mL, 0.870 mmol) in 3 mL of DMF were stirred at room temperature for 18 h. The crude product was purified using reverse phase preparatory HPLC to provide two diastereomers. The fractions... Starting materials: NC=1C=C2CCC(C2=CC1)O (5-amino-1-hydroxyindane), Cl (hydrochloric acid). The solvent is CO (methanol). Run at temperature 40 celsius, time 2 hour. Yields the product C1C=CC2=CC=C(C=C12)N (1H-inden-6-amine). RXN SMILES: [NH2:1][C:2]1[CH:3]=[C:4]2[C:8](=[CH:9][CH:10]=1)[CH:7](O)[CH2:6][CH2:5]2.Cl>CO>[CH2:5]1[C:4]2[C:8](=[CH:9][CH:10]=[C:2]([NH2:1])[CH:3]=2)[CH:7]=[CH:6]1. Procedure details: To a stirred solution of 5-amino-1-hydroxyindane (4.2 g, 0.26 mol) in methanol (100 mL) was added hydrochloric acid (100 mL, 1.0 N). The mixture was stirred at 40° C. for 2 h, and then was concentrated to dryness under vacuum to the product as gray powder. The reactants are CC1=NC(=NC(=C1C)C)N1CC2CNCC2C1 (2-(4,5,6-trimethylpyrimidin-2-yl)octahydropyrrolo[3,4-c]pyrrole), FC=1C(=C(C(=O)O)C=CC1)N1N=CC=N1 (3-fluoro-2-(2H-1,2,3-triazol-2-yl)benzoic acid). Yields the product FC=1C(=C(C=CC1)C(=O)N1CC2CN(CC2C1)C1=NC(=C(C(=N1)C)C)C)N1N=CC=N1 ((3-Fluoro-2-(2H-1,2,3-triazol-2-yl)phenyl)(5-(4,5,6-trimethylpyrimidin-2-yl)hexahydropyrrolo[3,4-c]pyrrol-2(1H)-yl)methanone). Reaction SMILES: [CH3:1][C:2]1[C:7]([CH3:8])=[C:6]([CH3:9])[N:5]=[C:4]([N:10]2[CH2:17][CH:16]3[CH:12]([CH2:13][NH:14][CH2:15]3)[CH2:11]2)[N:3]=1.[F:18][C:19]1[C:20]([N:28]2[N:32]=[CH:31][CH:30]=[N:29]2)=[C:21]([CH:25]=[CH:26][CH:27]=1)[C:22](O)=[O:23]>>[F:18][C:19]1[C:20]([N:28]2[N:32]=[CH:31][CH:30]=[N:29]2)=[C:21]([C:22]([N:14]2[CH2:13][CH:12]3[CH:16]([CH2:17][N:10]([C:4]4[N:5]=[C:6]([CH3:9])[C:7]([CH3:8])=[C:2]([CH3:1])[N:3]=4)[CH2:11]3)[CH2:15]2)=[O:23])[CH:25]=[CH:26][CH:27]=1. Procedure details: The title compound was prepared in a manner analogous to Example 15, utilizing Intermediate 42 and 3-fluoro-2-(2H-1,2,3-triazol-2-yl)benzoic acid. MS (ESI): mass calculated for C22H24FN7O, 421.20; m/z found 422.2 [M+H]+. 1H NMR (500 MHz, CDCl3): 7.82-7.77 (m, 2H), 7.51-7.44 (m, 1H), 7.31 (ddd, J=9.8, 8.4, 1.3, 1H), 7.25-7.20 (m, 1H), 3.86-3.60 (m, 3H), 3.59-3.42 (m, 4H), 3.14 (dd, J=10.9, 5.3, 1H), 2.94 (dd, J=10.9, 7.1, 2H), 2.38-2.27 (m, 6H), 2.07 (d, J=7.2, 3H).